This data is from the Open Reaction Database (ORD), a public repository of structured organic reaction records. The task is: describe an organic reaction: reactants, conditions, products, and yield Solvent: CN(C=O)C (N,N-dimethylformamide). Yields the product N1=CC(=CC=C1)C1=CN=C(S1)C1=CC=CC(=N1)C1=NC=CC=N1 (2-{6-[5-(Pyridin-3-yl)-1,3-thiazol-2-yl]pyridin-2-yl}pyrimidine). Procedure details: Under argon, 79 mg (0.50 mmol) of 3-bromopyridine, 120 mg (0.50 mmol) of 2-[6-(1,3-thiazol-2-yl)pyridin-2-yl]pyrimidine (cf. step 1), 326 mg (1.0 mmol) of cesium carbonate and 8 mg (0.01 mmol) of [(t-Bu)2P(OH)]2PdCl2 (“POPd”) in 10 ml of N,N-dimethylformamide were stirred at 120° C. for 16 hours. For work-up, the solvent was removed under reduced pressure, the residue was partitioned between ethyl acetate and water and the organic phase was dried, concentrated under reduced pressure and purified... Starting materials: BrC=1C=NC=CC1 (3-bromopyridine), S1C(=NC=C1)C1=CC=CC(=N1)C1=NC=CC=N1 (2-[6-(1,3-Thiazol-2-yl)pyridin-2-yl]pyrimidine), C([O-])([O-])=O.[Cs+].[Cs+] (cesium carbonate), [(t-Bu)2P(OH)]2PdCl2. RXN SMILES: Br[C:2]1[CH:3]=[N:4][CH:5]=[CH:6][CH:7]=1.[S:8]1[CH:12]=[CH:11][N:10]=[C:9]1[C:13]1[N:18]=[C:17]([C:19]2[N:24]=[CH:23][CH:22]=[CH:21][N:20]=2)[CH:16]=[CH:15][CH:14]=1.C(=O)([O-])[O-].[Cs+].[Cs+]>CN(C)C=O>[N:4]1[CH:5]=[CH:6][CH:7]=[C:2]([C:12]2[S:8][C:9]([C:13]3[N:18]=[C:17]([C:19]4[N:20]=[CH:21][CH:22]=[CH:23][N:24]=4)[CH:16]=[CH:15][CH:14]=3)=[N:10][CH:11]=2)[CH:3]=1 |f:2.3.4|. Starting materials: C(C=C)(=O)OCCOC1=CC=CC=C1 (2-(phenyloxy)ethyl 2-propenoate), ClS(=O)(=O)O (Chlorosulfonic acid). The solvent is ClCCl (dichloromethane), C(C)(=O)OCC (ethyl acetate), [Cl-].[Na+].O (brine). Run at time 16 hour. The product is C(C=C)(=O)OCCOC1=CC=C(C=C1)S(=O)(=O)Cl (2-{[4-(chlorosulfonyl)phenyl]oxy}ethyl 2-propenoate). Reaction SMILES: [C:1]([O:5][CH2:6][CH2:7][O:8][C:9]1[CH:14]=[CH:13][CH:12]=[CH:11][CH:10]=1)(=[O:4])[CH:2]=[CH2:3].[Cl:15][S:16](O)(=[O:18])=[O:17]>ClCCl.C(OCC)(=O)C.[Cl-].[Na+].O>[C:1]([O:5][CH2:6][CH2:7][O:8][C:9]1[CH:10]=[CH:11][C:12]([S:16]([Cl:15])(=[O:18])=[O:17])=[CH:13][CH:14]=1)(=[O:4])[CH:2]=[CH2:3] |f:4.5.6|. Procedure details: A solution of 2-(phenyloxy)ethyl 2-propenoate (5 g, 26.0 mmol) in dichloromethane (50 mL), was cooled to 0° C. Chlorosulfonic acid (5.21 mL, 78 mmol) was added dropwise over 15 minutes at 0° C. then the mixture was allowed to warm to room temperate over 30 minutes. The reaction mixture was stirred overnight (16 hours) at room temperature. The solution was then poured onto ice and extracted with dichloromethane (3×50 mL). Resulting emulsion was diluted with ethyl acetate (200 mL) and brine (50 mL... Reactants: NOC1OCCCC1 (NH2OTHP), TEA, C(C)(C)(C)OC(=O)N1CC2(CC1)OC1=CC=C(C=C1C(C2)=O)/C=C/C(=O)O ((±)-(E)-3-[1′-tert-butoxycarbonyl-4-oxo-spiro(chromane-2,3′-pyrrolidine)-6-yl]-acrylic acid), C(CCl)Cl (EDC), C=1C=CC2=C(C1)N=NN2O (HOBt). The solvent is C(Cl)Cl (DCM). Run at temperature 0 celsius, time 3 hour. Yields the product C(C)(C)(C)OC(=O)N1CC2(CC1)OC1=CC=C(C=C1C(C2)=O)/C=C/C(=O)NOC2OCCCC2 ((±)-(E)-3-[1′-tert-butoxycarbonyl-4-oxo-spiro(chromane-2,3′-pyrrolidine)-6-yl]-N-(tetrahydro-pyran-2-yloxy)-acrylamide). Isolated yield 81.9%. As a reaction SMILES: [C:1]([O:5][C:6]([N:8]1[CH2:12][CH2:11][C:10]2([CH2:21][C:20](=[O:22])[C:19]3[C:14](=[CH:15][CH:16]=[C:17](/[CH:23]=[CH:24]/[C:25]([OH:27])=O)[CH:18]=3)[O:13]2)[CH2:9]1)=[O:7])([CH3:4])([CH3:3])[CH3:2].C(Cl)CCl.C1C=CC2N(O)N=NC=2C=1.[NH2:42][O:43][CH:44]1[CH2:49][CH2:48][CH2:47][CH2:46][O:45]1>C(Cl)Cl>[C:1]([O:5][C:6]([N:8]1[CH2:12][CH2:11][C:10]2([CH2:21][C:20](=[O:22])[C:19]3[C:14](=[CH:15][CH:16]=[C:17](/[CH:23]=[CH:24]/[C:25]([NH:42][O:43][CH:44]4[CH2:49][CH2:48][CH2:47][CH2:46][O:45]4)=[O:27])[CH:18]=3)[O:13]2)[CH2:9]1)=[O:7])([CH3:2])([CH3:4])[CH3:3]. Procedure: TEA (0.271 ml, 1.95 mmol) was added to solution of (±)-(E)-3-[1′-tert-butoxycarbonyl-4-oxo-spiro(chromane-2,3′-pyrrolidine)-6-yl]-acrylic acid (484 mg, 1.29 mmol) in DCM (10 ml). The mixture was cooled down to 0° C., and EDC (372 mg, 1.95 mmol) and HOBt (263 mg, 1.95 mmol) were added. The mixture was stirred at 0° C. for 3 h, then NH2OTHP (182 mg, 1.56 mmol) was added and the mixture was stirred at RT overnight. The solution was washed with aqueous 5% NaHCO3 solution and brine. The organic layer...